Dataset: the Open Reaction Database (ORD), a public repository of structured organic reaction records. Task: describe an organic reaction: reactants, conditions, products, and yield Reagents/catalysts: IC1=C(C=CC=C1)C(C)C (2-iodoisopropyl benzene). Yield: 28.1%. Starting materials: IC1=C(C=CC=C1)C(C)C (2-iodoisopropyl benzene), Grignard reagent, [Mg] (magnesium), Grignard reagent, C(C)(C)C1=C(C(=O)C2=C(C(=O)OC\C=C(/C)\CCC=C(C)C)C=CC=C2)C=CC=C1 (Geranyl 2-(2'-isopropylbenzoyl)benzoate), II (iodine), [Mg] (magnesium). Solvent: C(C)OCC (diethyl ether), C1(=CC=CC=C1)C (toluene), C(C)OCC (Diethyl ether), C(C)OCC (diethyl ether). As a reaction SMILES: [CH:1]([C:4]1[CH:30]=[CH:29][CH:28]=[CH:27][C:5]=1[C:6]([C:8]1[CH:26]=[CH:25][CH:24]=[CH:23][C:9]=1[C:10]([O:12]C/C=C(/CCC=C(C)C)\C)=[O:11])=[O:7])([CH3:3])[CH3:2].II.[Mg].IC1C=CC=CC=1C(C)C>IC1C=CC=CC=1C(C)C.C(OCC)C.C1(C)C=CC=CC=1>[CH:1]([C:4]1[CH:30]=[CH:29][CH:28]=[CH:27][C:5]=1[C:6]([C:8]1[CH:26]=[CH:25][CH:24]=[CH:23][C:9]=1[C:10]([OH:12])=[O:11])=[O:7])([CH3:3])[CH3:2]. Run at temperature 60 celsius, time 15 minute. Yields the product C(C)(C)C1=C(C(=O)C2=C(C(=O)O)C=CC=C2)C=CC=C1 (2-(2isopropylbenzoyl)benzoic acid). Reported procedure: Geranyl 2-(2'-isopropylbenzoyl)benzoate (2) Magnesium (0.46 g, 19 mmol) and a crystal of iodine were placed in a dry round bottom flask which was heated to activate the magnesium. Diethyl ether was added to cover the magnesium (50mL) and several drops of 2-iodoisopropyl benzene in diethyl ether were added to start the preparation of the Grignard reagent. When the latter was underway, a solution of 2-iodoisopropyl benzene (4.18 g, 17 mnol) in diethyl ether (20 mL) was added over 20 minutes. The r... Reactants: C(Cl)Cl (methylene chloride), N1CCOCC1 (morpholine), FC=1C=C(C=CC1F)[N+](=O)[O-] (3,4-difluoronitrobenzene), C(C)(C)N(CC)C(C)C (diisopropyl ethylamine). Run in C(C)(=O)OCC (ethyl acetate), O (water), C(C)(=O)OCC (ethyl acetate). The product is FC=1C=C(C=CC1N1CCOCC1)[N+](=O)[O-] (3-fluoro-4-morpholinyl-nitrobenzene). Reaction SMILES: [NH:1]1[CH2:6][CH2:5][O:4][CH2:3][CH2:2]1.[F:7][C:8]1[CH:9]=[C:10]([N+:15]([O-:17])=[O:16])[CH:11]=[CH:12][C:13]=1F.C(N(C(C)C)CC)(C)C.C(Cl)Cl>C(OCC)(=O)C.O>[F:7][C:8]1[CH:9]=[C:10]([N+:15]([O-:17])=[O:16])[CH:11]=[CH:12][C:13]=1[N:1]1[CH2:6][CH2:5][O:4][CH2:3][CH2:2]1. Procedure details: To a solution of 19.9 g of morpholine, 28.7 g of 3,4-difluoronitrobenzene, and 14.8 g of diisopropyl ethylamine in 100 mL of ethyl acetate was heated at reflux under nitrogen for 4 h. The mixture was allowed to cool to room temperature overnight, then 100 mL of ethyl acetate, 150 mL of methylene chloride, and 150 mL of water were added, and the aqueous layer extracted with 2×50 mL of methylene chloride and 50 mL of ethyl acetate. The combined organic layers were dried (Na2SO4) to give a yellow s... Reactants: CN(C)C=O (DMF), BrCCCCOC1=CC=C(CNCCN2CCCC2)C=C1 ([4-(4-bromo-butoxy)-benzyl]-(2-pyrrolidin-1-yl-ethyl)-amine), N1CCCCC1 (piperidine). Solvent: C(Cl)Cl (CH2Cl2). The product is N1(CCCCC1)CCCCOC1=CC=C(CNCCN2CCCC2)C=C1 ([4-(4-Piperidin-1-yl-butoxy)-benzyl]-(2-pyrrolidin-1-yl-ethyl)-amine). Reaction SMILES: CN(C=O)C.Br[CH2:7][CH2:8][CH2:9][CH2:10][O:11][C:12]1[CH:26]=[CH:25][C:15]([CH2:16][NH:17][CH2:18][CH2:19][N:20]2[CH2:24][CH2:23][CH2:22][CH2:21]2)=[CH:14][CH:13]=1.[NH:27]1[CH2:32][CH2:31][CH2:30][CH2:29][CH2:28]1>C(Cl)Cl>[N:27]1([CH2:7][CH2:8][CH2:9][CH2:10][O:11][C:12]2[CH:26]=[CH:25][C:15]([CH2:16][NH:17][CH2:18][CH2:19][N:20]3[CH2:24][CH2:23][CH2:22][CH2:21]3)=[CH:14][CH:13]=2)[CH2:32][CH2:31][CH2:30][CH2:29][CH2:28]1. Procedure: An 8 mL DMF solution of [4-(4-bromo-butoxy)-benzyl]-(2-pyrrolidin-1-yl-ethyl)-amine (307 mg, 0.86 mmol) and piperidine (0.22 mL, 2.2 mmol) is stirred at 90° C. for six hours under N2. The reaction mixture is cooled, diluted with CH2Cl2, filtered, washed with brine, dried (Na2SO4), and concentrated. The residue is purified by chromatography (SiO2; 0-6% MeOH/CH2Cl2/1% NH4OH gradient) to give the product (40 mg, 12% yld). MS(ES+)360.4(M+H)+ free base. Reactants: O=C1CCC(=O)N1Br, C1CCOC1, Cc1nc(-c2ccc(C(F)(F)F)cc2)sc1CO, c1ccc(P(c2ccccc2)c2ccccc2)cc1. The product is Cc1nc(-c2ccc(C(F)(F)F)cc2)sc1CBr. RXN SMILES: [Br:38][N:39]1[C:40](=[O:41])[CH2:42][CH2:43][C:44]1=[O:45].[CH2:46]1[O:47][CH2:48][CH2:49][CH2:50]1.[CH3:1][c:2]1[n:3][c:4](-[c:9]2[cH:10][cH:11][c:12]([C:15]([F:16])([F:17])[F:18])[cH:13][cH:14]2)[s:5][c:6]1[CH2:7][OH:8].[c:19]1([P:20]([c:21]2[cH:22][cH:23][cH:24][cH:25][cH:26]2)[c:27]2[cH:28][cH:29][cH:30][cH:31][cH:32]2)[cH:33][cH:34][cH:35][cH:36][cH:37]1>>[CH3:1][c:2]1[n:3][c:4](-[c:9]2[cH:10][cH:11][c:12]([C:15]([F:16])([F:17])[F:18])[cH:13][cH:14]2)[s:5][c:6]1[CH2:7][Br:38]. Reaction SMILES: [C:1]([BH3-:2])#[N:3].[CH3:47][C:48](=[O:49])[OH:50].[CH:51]([O:52][CH3:53])([O:54][CH3:55])[O:56][CH3:57].[Na+:4].[O:26]1[CH2:27][O:28][c:29]2[c:30]1[cH:31][cH:32][c:33]([CH2:35][N:36]([C:37]([O:38][C:39]([CH3:40])([CH3:41])[CH3:42])=[O:43])[CH2:44][CH:45]=[O:46])[cH:34]2.[OH2:58].[n:5]1(-[c:10]2[n:11][c:12]([CH3:25])[cH:13][c:14]([CH:16]3[NH:17][CH2:18][CH2:19][CH:20]3[C:21](=[O:22])[NH:23][CH3:24])[n:15]2)[cH:6][n:7][cH:8][cH:9]1>>[n:5]1(-[c:10]2[n:11][c:12]([CH3:25])[cH:13][c:14]([CH:16]3[N:17]([CH2:45][CH2:44][N:36]([CH2:35][c:33]4[cH:32][cH:31][c:30]5[c:29]([cH:34]4)[O:28][CH2:27][O:26]5)[C:37]([O:38][C:39]([CH3:40])([CH3:41])[CH3:42])=[O:43])[CH2:18][CH2:19][CH:20]3[C:21](=[O:22])[NH:23][CH3:24])[n:15]2)[cH:6][n:7][cH:8][cH:9]1. Starting materials: [BH3-]C#N, CC(=O)O, COC(OC)OC, [Na+], CC(C)(C)OC(=O)N(CC=O)Cc1ccc2c(c1)OCO2, O, CNC(=O)C1CCNC1c1cc(C)nc(-n2ccnc2)n1. The product is CNC(=O)C1CCN(CCN(Cc2ccc3c(c2)OCO3)C(=O)OC(C)(C)C)C1c1cc(C)nc(-n2ccnc2)n1.